From a dataset of the Open Reaction Database (ORD), a public repository of structured organic reaction records. describe an organic reaction: reactants, conditions, products, and yield Starting materials: C(C)NC(NCC=1C=C(C=CC1)C1=C(C=C(C=C1)C(CCCNC(C(C)(C)C)=O)(C)C)O)=O (N-(4-{3′-[(3-Ethyl-ureido)-methyl]-2-hydroxy-biphenyl-4-yl}-4-methyl-pentyl)-2,2-dimethyl-propionamide), IC (iodomethane), C(=O)([O-])[O-].[K+].[K+] (K2CO3). Run in CC(=O)C (acetone). Run at temperature 70 celsius. Product: C(C)NC(NCC=1C=CC=C(C1)C1=C(C=C(C=C1)C(CCCNC(C(C)(C)C)=O)(C)C)OC)=O (N-(4-(5′-((3-ethylureido)methyl)-2-methoxybiphenyl-4-yl)-4-methyl-pentyl)pivalamide). Yield: 63.0%. RXN SMILES: [CH2:1]([NH:3][C:4](=[O:33])[NH:5][CH2:6][C:7]1[CH:8]=[C:9]([C:13]2[CH:18]=[CH:17][C:16]([C:19]([CH3:31])([CH3:30])[CH2:20][CH2:21][CH2:22][NH:23][C:24](=[O:29])[C:25]([CH3:28])([CH3:27])[CH3:26])=[CH:15][C:14]=2[OH:32])[CH:10]=[CH:11][CH:12]=1)[CH3:2].IC.[C:36]([O-])([O-])=O.[K+].[K+]>CC(C)=O>[CH2:1]([NH:3][C:4](=[O:33])[NH:5][CH2:6][C:7]1[CH:12]=[CH:11][CH:10]=[C:9]([C:13]2[CH:18]=[CH:17][C:16]([C:19]([CH3:31])([CH3:30])[CH2:20][CH2:21][CH2:22][NH:23][C:24](=[O:29])[C:25]([CH3:27])([CH3:26])[CH3:28])=[CH:15][C:14]=2[O:32][CH3:36])[CH:8]=1)[CH3:2] |f:2.3.4|. Reported procedure: A mixture of 35 (0.23 g, 0.508 mmol, 1.0 eq), iodomethane (0.13 mL, 2.1 mmol, 4.1 eq), and K2CO3 (0.56 g, 4.06 mmol, 8.0 eq) in acetone (5 mL) was heated to 70° C. for 24 hours. LC/MS showed complete conversion. Acetone was removed under reduced pressure, and the residue was partitioned in water/ethyl acetate. The aqueous layer was extracted with ethyl acetate (2×20 mL), and the combined organic layer was washed by water (20 mL), brine (20 mL) and dried over anhydrous K2CO3. The solvent was remo...